From a dataset of the Open Reaction Database (ORD), a public repository of structured organic reaction records. describe an organic reaction: reactants, conditions, products, and yield Reactants: resultant solution, C(#N)[BH3-].[Na+] (Sodium cyanoborohydride), C(C(C)C)N1C(=NC(=C1C=O)C)C1=CC=C(C=C1)C(F)(F)F (1-isobutyl-2-(4-trifluoromethylphenyl) -4-methyl-5-formylimidazole), C1(=CC=CC=C1)C(N1CCNCC1)C1=CC=CC=C1 (N-(diphenylmethyl) -piperazine). The reagents and catalysts are CC([O-])C.CC([O-])C.CC([O-])C.CC([O-])C.[Ti+4] (titanium tetraisopropoxide). Solvent: C(C)O (Ethanol). Conditions: time 8 hour. Product: C1(=CC=CC=C1)C(N1CCN(CC1)CC1=C(N=C(N1CC(C)C)C1=CC=C(C=C1)C(F)(F)F)C)C1=CC=CC=C1 (1-diphenylmethyl-4-[(l-isobutyl-2-(4-trifluoromethyl -phenyl)-4-methylimidazol-5-yl)methyl)piperazine). Isolated yield 35.5%. RXN SMILES: [CH2:1]([N:5]1[C:9]([CH:10]=O)=[C:8]([CH3:12])[N:7]=[C:6]1[C:13]1[CH:18]=[CH:17][C:16]([C:19]([F:22])([F:21])[F:20])=[CH:15][CH:14]=1)[CH:2]([CH3:4])[CH3:3].[C:23]1([CH:29]([C:36]2[CH:41]=[CH:40][CH:39]=[CH:38][CH:37]=2)[N:30]2[CH2:35][CH2:34][NH:33][CH2:32][CH2:31]2)[CH:28]=[CH:27][CH:26]=[CH:25][CH:24]=1.C([BH3-])#N.[Na+]>CC(C)[O-].CC(C)[O-].CC(C)[O-].CC(C)[O-].[Ti+4].C(O)C>[C:36]1([CH:29]([C:23]2[CH:28]=[CH:27][CH:26]=[CH:25][CH:24]=2)[N:30]2[CH2:31][CH2:32][N:33]([CH2:10][C:9]3[N:5]([CH2:1][CH:2]([CH3:4])[CH3:3])[C:6]([C:13]4[CH:18]=[CH:17][C:16]([C:19]([F:22])([F:21])[F:20])=[CH:15][CH:14]=4)=[N:7][C:8]=3[CH3:12])[CH2:34][CH2:35]2)[CH:37]=[CH:38][CH:39]=[CH:40][CH:41]=1 |f:2.3,4.5.6.7.8|. Procedure details: A solution of 1-isobutyl-2-(4-trifluoromethylphenyl) -4-methyl-5-formylimidazole (1.6 g), N-(diphenylmethyl) -piperazine (1.3 g), and titanium tetraisopropoxide (2 ml) were stirred for 1 hour at room temperature. Ethanol (10 ml) was added, and the resultant solution was stirred for a further 30 minutes. Sodium cyanoborohydride (330 mg) was then added, and the mixture stirred overnight. The solvent was removed under reduced pressure, and the residue partitioned between methylene chloride/water. T... Starting materials: ClC1=CC=C(C=C1)OC(=O)N1CCC(CC1)C#CCOS(=O)(=O)C (4-(3-Methanesulfonyloxy-prop-1-ynyl)-piperidine-1-carboxylic acid 4-chloro-phenyl ester), CC=CCN (N-methylallylamine), CO (methanol), [OH-].[Na+] (NaOH). Product: ClC1=CC=C(C=C1)OC(=O)N1CCC(CC1)C#CCN(C)CC=C (4-[3-(Allyl-methyl-amino)-prop 1 ynyl]-piperidine-1-carboxylic acid 4-chloro-phenyl ester). Yield: 70.0%. RXN SMILES: [Cl:1][C:2]1[CH:7]=[CH:6][C:5]([O:8][C:9]([N:11]2[CH2:16][CH2:15][CH:14]([C:17]#[C:18][CH2:19]OS(C)(=O)=O)[CH2:13][CH2:12]2)=[O:10])=[CH:4][CH:3]=1.C[CH:26]=[CH:27][CH2:28][NH2:29].[OH-].[Na+].[CH3:32]O>>[Cl:1][C:2]1[CH:7]=[CH:6][C:5]([O:8][C:9]([N:11]2[CH2:16][CH2:15][CH:14]([C:17]#[C:18][CH2:19][N:29]([CH2:28][CH:27]=[CH2:26])[CH3:32])[CH2:13][CH2:12]2)=[O:10])=[CH:4][CH:3]=1 |f:2.3|. Procedure details: A solution of 320 mg (0.83 mmol) of 4-(3-Methanesulfonyloxy-prop-1-ynyl)-piperidine-1-carboxylic acid 4-chloro-phenyl ester and 0.79 ml (8.3mmol) of N-methylallylamine in 7 ml of methanol was stirred over night at RT. Then an aqueous solution of 1N NaOH was added and extracted with ether (3×). The organic phase was dried with Na2SO4, filtered and evaporated. The residue was purified by flash column chromatography on silica gel (CH2Cl2/MeOH 19:1 to 9:1) to yield 201 mg (70%) of pure 4-[3-(Allyl-m... Starting materials: O=C([O-])[O-], COc1cc(SC)ccc1-c1nc2ncncc2[nH]1, O=C(O)C(F)(F)F, [K+], [K+], O, OO. The product is COc1cc(S(C)=O)ccc1-c1nc2ncncc2[nH]1. Reaction SMILES: [C:22]([O-:23])(=[O:24])[O-:25].[CH3:1][O:2][c:3]1[c:4](-[c:11]2[n:12][c:13]3[n:14][cH:15][n:16][cH:17][c:18]3[nH:19]2)[cH:5][cH:6][c:7]([S:9][CH3:10])[cH:8]1.[F:28][C:29]([F:30])([F:31])[C:32]([OH:33])=[O:34].[K+:26].[K+:27].[OH2:35].[OH:20][OH:21]>>[CH3:1][O:2][c:3]1[c:4](-[c:11]2[n:12][c:13]3[n:14][cH:15][n:16][cH:17][c:18]3[nH:19]2)[cH:5][cH:6][c:7]([S:9]([CH3:10])=[O:23])[cH:8]1.